From a dataset of the Open Reaction Database (ORD), a public repository of structured organic reaction records. describe an organic reaction: reactants, conditions, products, and yield The reactants are [K] (potassium), C1(=CC=CC=C1)C1=C(OC=2C(C=CC2)=C1)CC(=O)O (3-phenyl-7-benzofuranacetic acid), C(C)(=O)OCCl (chloromethyl acetate). Run in CN(C=O)C (dimethylformamide). Product: C1(=CC=CC=C1)C1=C(OC=2C(C=CC2)=C1)CC(=O)OCOC(C)=O (acetoxymethyl 3-phenyl-7-benzofuranacetate). RXN SMILES: [K].[C:2]1([C:8]2[CH:16]=[C:12]3[CH:13]=[CH:14][CH:15]=[C:11]3[O:10][C:9]=2[CH2:17][C:18]([OH:20])=[O:19])[CH:7]=[CH:6][CH:5]=[CH:4][CH:3]=1.[C:21]([O:24][CH2:25]Cl)(=[O:23])[CH3:22]>CN(C)C=O>[C:2]1([C:8]2[CH:16]=[C:12]3[CH:13]=[CH:14][CH:15]=[C:11]3[O:10][C:9]=2[CH2:17][C:18]([O:20][CH2:25][O:24][C:21](=[O:23])[CH3:22])=[O:19])[CH:3]=[CH:4][CH:5]=[CH:6][CH:7]=1 |^1:0|. Procedure: The potassium salt of 3-phenyl-7-benzofuranacetic acid is reacted with chloromethyl acetate in dimethylformamide to provide acetoxymethyl 3-phenyl-7-benzofuranacetate.